Dataset: the Open Reaction Database (ORD), a public repository of structured organic reaction records. Task: describe an organic reaction: reactants, conditions, products, and yield The reactants are CC1(C)CCNc2cc([N+](=O)[O-])ccc21, CC(=O)OC(C)=O, [Na+], O=C([O-])O, O. Yields the product CC(=O)N1CCC(C)(C)c2ccc([N+](=O)[O-])cc21. As a reaction SMILES: [CH3:1][C:2]1([CH3:15])[CH2:3][CH2:4][NH:5][c:6]2[cH:7][c:8]([N+:12](=[O:13])[O-:14])[cH:9][cH:10][c:11]21.[CH3:21][C:22](=[O:23])[O:24][C:25](=[O:26])[CH3:27].[Na+:20].[O-:16][C:17]([OH:18])=[O:19].[OH2:28]>>[CH3:1][C:2]1([CH3:15])[CH2:3][CH2:4][N:5]([C:22]([CH3:21])=[O:23])[c:6]2[cH:7][c:8]([N+:12](=[O:13])[O-:14])[cH:9][cH:10][c:11]21. Reactants: CC(C(C)C)(C)NC(C1=CC(=C(C=C1)O)OC)=O (N-(1,1,2-trimethylpropyl)-4-hydroxy-3-methoxybenzamide), C(C#C)Br (propargyl bromide), C([O-])([O-])=O.[Cs+].[Cs+] (cesium carbonate). Run in CN(C)C=O (DMF). Yields the product CC(C(C)C)(C)NC(C1=CC(=C(C=C1)OCC#C)OC)=O (N-(1,1,2-trimethylpropyl)-4-(2-propynyloxy)-3-methoxybenzamide). The yield is 71.7%. As a reaction SMILES: [CH3:1][C:2]([NH:7][C:8](=[O:18])[C:9]1[CH:14]=[CH:13][C:12]([OH:15])=[C:11]([O:16][CH3:17])[CH:10]=1)([CH3:6])[CH:3]([CH3:5])[CH3:4].[CH2:19](Br)[C:20]#[CH:21].C(=O)([O-])[O-].[Cs+].[Cs+]>CN(C=O)C>[CH3:6][C:2]([NH:7][C:8](=[O:18])[C:9]1[CH:14]=[CH:13][C:12]([O:15][CH2:21][C:20]#[CH:19])=[C:11]([O:16][CH3:17])[CH:10]=1)([CH3:1])[CH:3]([CH3:5])[CH3:4] |f:2.3.4|. Procedure: To 10 ml of DMF were added 0.4 g of N-(1,1,2-trimethylpropyl)-4-hydroxy-3-methoxybenzamide, 0.28 g of propargyl bromide and 0.78 g of cesium carbonate and the mixture was heated under reflux for 1 hour. Then, the reaction mixture was concentrated. Dilute hydrochloric acid was added to the residue and extracted with ethyl acetate. After the organic layer was dried over magnesium sulfate, it was concentrated under reduced pressure. The solid obtained was successively washed with hexane and methyl ... The reactants are N1(C=NC=C1)C(C#N)=C1SCC(S1)(Cl)C (2-(1-imidazolyl)-2-(4-chloro- methyl-1,3-dithiolan-2-ylidene)acetonitrile), 1,8-diazabicyclo-[5,4,0]-7-undecene. The solvent is O1CCCC1 (tetrahydrofuran). Yields the product N1(C=NC=C1)C(C#N)=C1SCC(S1)=C (2-(1-imidazolyl)-2-(4-methylidene-1,3- dithiolan-2-ylidene)acetonitrile). Isolated yield 79.1%. Reaction SMILES: [N:1]1([C:6](=[C:9]2[S:13][C:12]([CH3:15])(Cl)[CH2:11][S:10]2)[C:7]#[N:8])[CH:5]=[CH:4][N:3]=[CH:2]1>O1CCCC1>[N:1]1([C:6](=[C:9]2[S:13][C:12](=[CH2:15])[CH2:11][S:10]2)[C:7]#[N:8])[CH:5]=[CH:4][N:3]=[CH:2]1. Procedure: In 10 ml of tetrahydrofuran were dissolved 0.52 g (0.002 mole) of the 2-(1-imidazolyl)-2-(4-chloro- methyl-1,3-dithiolan-2-ylidene)acetonitrile obtained in Example 2 and 0.31 g of 1,8-diazabicyclo-[5,4,0]-7-undecene, and the reaction was carried out with heating under reflux for 1 hour. After the reaction solution was allowed to cool, the deposited salt was separated by filtration and the filtrate was concentrated to obtain crude crystals, which were then recrystallized from ethyl acetate-n-hexa... Reactants: O=C([O-])[O-], CS(C)=O, CC1(C)CCC(C)(C)c2cc(C=O)c(F)cc21, [K+], [K+], c1cn[nH]c1. Product: CC1(C)CCC(C)(C)c2cc(-n3cccn3)c(C=O)cc21. Reaction SMILES: [C:23](=[O:24])([O-:25])[O-:26].[CH3:29][S:30]([CH3:31])=[O:32].[F:1][c:2]1[c:3]([CH:16]=[O:17])[cH:4][c:5]2[c:10]([cH:11]1)[C:9]([CH3:12])([CH3:13])[CH2:8][CH2:7][C:6]2([CH3:14])[CH3:15].[K+:27].[K+:28].[nH:18]1[n:19][cH:20][cH:21][cH:22]1>>[c:2]1(-[n:18]2[n:19][cH:20][cH:21][cH:22]2)[c:3]([CH:16]=[O:17])[cH:4][c:5]2[c:10]([cH:11]1)[C:9]([CH3:12])([CH3:13])[CH2:8][CH2:7][C:6]2([CH3:14])[CH3:15]. The reactants are solution, C(CCC)[Li] (n-butyllithium), hexanes, C(C)(C)OB(OC(C)C)OC(C)C (triisopropylborate), BrC1=C(C=CC=C1)OC(F)(F)F (2-bromo-trifluoromethoxybenzene), Cl (HCl). Run in C(C)(=O)OCC (ethyl acetate), O1CCCC1 (tetrahydrofuran). Reaction conditions: temperature -70 celsius, time 30 minute. Product: FC(OC1=C(C=CC=C1)B(O)O)(F)F (2-Trifluoromethoxybenzeneboronic Acid). The yield is 50.8%. As a reaction SMILES: Br[C:2]1[CH:7]=[CH:6][CH:5]=[CH:4][C:3]=1[O:8][C:9]([F:12])([F:11])[F:10].C([Li])CCC.C([O:21][B:22](OC(C)C)[O:23]C(C)C)(C)C.Cl>O1CCCC1.C(OCC)(=O)C>[F:10][C:9]([F:12])([F:11])[O:8][C:3]1[CH:4]=[CH:5][CH:6]=[CH:7][C:2]=1[B:22]([OH:23])[OH:21]. Procedure: A solution of 2-bromo-trifluoromethoxybenzene (1.0 g, 4.15 mmol) in dry tetrahydrofuran (20 mL) was cooled to −70° C. A 2.5 M solution of n-butyllithium in hexanes (2.0 mL, 4.98 mmol) was slowly added over a 5 min period, keeping the temperature below −65° C. After stirring at −70° C. for 30 min, triisopropylborate (1.5 mL, 6.22 mmol) was added over a 5 min period. After stirring at −70° C. for 30 min, the solution was stirred at room temperature overnight. An aqueous solution of 2N HCl (10 mL) ... Starting materials: COc1ccc(C2Cc3ccccc3NC(=O)C2N=[N+]=[N-])cc1, C1CCOC1, c1ccc(P(c2ccccc2)c2ccccc2)cc1. Product: COc1ccc(C2Cc3ccccc3NC(=O)C2N)cc1. As a reaction SMILES: [N:1](=[N+:2]=[N-:3])[CH:4]1[C:5](=[O:23])[NH:6][c:7]2[c:8]([cH:19][cH:20][cH:21][cH:22]2)[CH2:9][CH:10]1[c:11]1[cH:12][cH:13][c:14]([O:17][CH3:18])[cH:15][cH:16]1.[O:43]1[CH2:44][CH2:45][CH2:46][CH2:47]1.[c:24]1([P:25]([c:26]2[cH:27][cH:28][cH:29][cH:30][cH:31]2)[c:32]2[cH:33][cH:34][cH:35][cH:36][cH:37]2)[cH:38][cH:39][cH:40][cH:41][cH:42]1>>[NH2:1][CH:4]1[C:5](=[O:23])[NH:6][c:7]2[c:8]([cH:19][cH:20][cH:21][cH:22]2)[CH2:9][CH:10]1[c:11]1[cH:12][cH:13][c:14]([O:17][CH3:18])[cH:15][cH:16]1. The reactants are N1C(=CC=C1)C=O (pyrrole-2-carboxaldehyde), N1=CC(=CC=C1)CC#N (3-pyridylacetonitrile), N1CCCCC1 (piperidine). Solvent: CO (methanol). Product: N1=CC(=CC=C1)C(C#N)=CC=1NC=CC1 (2-(Pyridin-3-yl)-3-(1H-pyrrol-2-yl)-acrylonitrile). The yield is 47.8%. Reaction SMILES: [NH:1]1[CH:5]=[CH:4][CH:3]=[C:2]1[CH:6]=O.[N:8]1[CH:13]=[CH:12][CH:11]=[C:10]([CH2:14][C:15]#[N:16])[CH:9]=1.N1CCCCC1>CO>[N:8]1[CH:13]=[CH:12][CH:11]=[C:10]([C:14](=[CH:6][C:2]2[NH:1][CH:5]=[CH:4][CH:3]=2)[C:15]#[N:16])[CH:9]=1. Procedure details: A mixture of pyrrole-2-carboxaldehyde (2.85 g; 30 mmol), 3-pyridylacetonitrile (3.54 g; 30 mmol), and piperidine (2 mL) in methanol (50 mL) was refluxed for 18 hours. The dark precipitate formed was separated by filtration. Dark solid was treated with charcoal in hot methanol to obtain 2.8 g (48%) of the title compound as a yellow solid, m.p. 139°-142° C. Anal. Calcd. for C12H9N3 : C, 73.83; H, 4.65; N, 21.52. Found: C, 73.71; H, 4.57; N, 21.76. Mass spectrum: (EI; M+) m/z 195. 1H-NMR (DMSO-d6 ;...